Dataset: the Open Reaction Database (ORD), a public repository of structured organic reaction records. Task: describe an organic reaction: reactants, conditions, products, and yield The reactants are CCC(=O)Cl, O=C([O-])O, [Cl-], [Cl-], CC(Cl)Cl, O=CCCCC(CO[N+](=O)[O-])O[N+](=O)[O-], [Na+], [Zn+2]. Yields the product CCC(=O)OC(Cl)CCCC(CO[N+](=O)[O-])O[N+](=O)[O-]. As a reaction SMILES: [C:20]([CH2:21][CH3:22])(=[O:23])[Cl:24].[C:25](=[O:26])([OH:27])[O-:28].[Cl-:30].[Cl-:32].[Cl:1][CH:2]([Cl:3])[CH3:4].[N+:5](=[O:6])([O:7][CH2:8][CH:9]([CH2:10][CH2:11][CH2:12][CH:13]=[O:14])[O:15][N+:16](=[O:17])[O-:18])[O-:19].[Na+:29].[Zn+2:31]>>[Cl:1][CH:13]([CH2:12][CH2:11][CH2:10][CH:9]([CH2:8][O:7][N+:5](=[O:6])[O-:19])[O:15][N+:16](=[O:17])[O-:18])[O:14][C:20]([CH2:21][CH3:22])=[O:23]. Solvent: CN(C)C=O (DMF), O (water), O (water). The product is COC1=NC=CC2=C1C(=CN2C2COCC2)C2=CC=C(C=C2)S(=O)(=O)N (4-(4-methoxy-1-(tetrahydrofuran-3-yl)-1H-pyrrolo[3,2-c]pyridin-3-yl)benzenesulfonamide). Reaction conditions: temperature 130 celsius, time 1 hour. Reagents/catalysts: C=1C=CC(=CC1)[P](C=2C=CC=CC2)(C=3C=CC=CC3)[Pd]([P](C=4C=CC=CC4)(C=5C=CC=CC5)C=6C=CC=CC6)([P](C=7C=CC=CC7)(C=8C=CC=CC8)C=9C=CC=CC9)[P](C=1C=CC=CC1)(C=1C=CC=CC1)C=1C=CC=CC1 (tetrakis(triphenylphosphine)palladium(0)). Reaction SMILES: I[C:2]1[C:6]2[C:7]([O:11][CH3:12])=[N:8][CH:9]=[CH:10][C:5]=2[N:4]([CH:13]2[CH2:17][CH2:16][O:15][CH2:14]2)[CH:3]=1.CC1(C)C(C)(C)OB([C:26]2[CH:31]=[CH:30][C:29]([S:32]([NH2:35])(=[O:34])=[O:33])=[CH:28][CH:27]=2)O1.C(=O)([O-])[O-].[K+].[K+]>CN(C=O)C.O.C1C=CC([P]([Pd]([P](C2C=CC=CC=2)(C2C=CC=CC=2)C2C=CC=CC=2)([P](C2C=CC=CC=2)(C2C=CC=CC=2)C2C=CC=CC=2)[P](C2C=CC=CC=2)(C2C=CC=CC=2)C2C=CC=CC=2)(C2C=CC=CC=2)C2C=CC=CC=2)=CC=1>[CH3:12][O:11][C:7]1[C:6]2[C:2]([C:26]3[CH:31]=[CH:30][C:29]([S:32]([NH2:35])(=[O:34])=[O:33])=[CH:28][CH:27]=3)=[CH:3][N:4]([CH:13]3[CH2:17][CH2:16][O:15][CH2:14]3)[C:5]=2[CH:10]=[CH:9][N:8]=1 |f:2.3.4,^1:52,54,73,92|. Yield: 30.1%. Starting materials: IC1=CN(C2=C1C(=NC=C2)OC)C2COCC2 (3-iodo-4-methoxy-1-(tetrahydrofuran-3-yl)-1H-pyrrolo[3,2-c]pyridine), CC1(OB(OC1(C)C)C1=CC=C(C=C1)S(=O)(=O)N)C (4-(4,4,5,5-tetramethyl-1,3,2-dioxaborolan-2-yl)benzenesulfonamide), C([O-])([O-])=O.[K+].[K+] (potassium carbonate). Procedure: To a solution of 3-iodo-4-methoxy-1-(tetrahydrofuran-3-yl)-1H-pyrrolo[3,2-c]pyridine (60.0 mg) in DMF (2 mL)/water (0.20 mL) were added 4-(4,4,5,5-tetramethyl-1,3,2-dioxaborolan-2-yl)benzenesulfonamide (74.0 mg), tetrakis(triphenylphosphine)palladium(0) (20.1 mg) and potassium carbonate (48.2 mg). The reaction mixture was stirred under microwave irradiation at 130° C. for 1 hr. The reaction mixture was diluted with water, and the mixture was extracted with ethyl acetate. The organic layer was wa...